From a dataset of the Open Reaction Database (ORD), a public repository of structured organic reaction records. describe an organic reaction: reactants, conditions, products, and yield Reactants: COC=1C(=[N+](C=CC1OC)[O-])C (3,4-dimethoxy-2-methylpyridine 1-oxide), C(C)(=O)OC(C)=O (acetic anhydride). Conditions: time 1 hour. Yields the product C(C)(=O)OCC1=NC=CC(=C1OC)OC (2-acetoxymethyl-3,4-dimethoxypyridine). The yield is 90.0%. RXN SMILES: [CH3:1][O:2][C:3]1[C:4]([CH3:12])=[N+:5]([O-])[CH:6]=[CH:7][C:8]=1[O:9][CH3:10].[C:13]([O:16]C(=O)C)(=[O:15])[CH3:14]>>[C:13]([O:16][CH2:12][C:4]1[C:3]([O:2][CH3:1])=[C:8]([O:9][CH3:10])[CH:7]=[CH:6][N:5]=1)(=[O:15])[CH3:14]. Procedure details: 4.8 g (28 mmol) of 3,4-dimethoxy-2-methylpyridine 1-oxide are metered into 25 ml of acetic anhydride at 85° C. in the course of one hour, the mixture is stirred at the same temperature for one hour and concentrated completely in vacuo. The brown oily residue is distilled in a bulb tube still under 1 Pa. 5.3 g (90% of theory) of 2-acetoxymethyl-3,4-dimethoxypyridine are obtained; b.p. 125°-130° C. Reactants: CC(C)(C)OC(=O)NC(C)(COCc1ccccc1)C(=O)OC(C)(C)C, CO. Product: CC(C)(C)OC(=O)NC(C)(CO)C(=O)OC(C)(C)C. As a reaction SMILES: [C:1]([CH3:2])([CH3:3])([CH3:4])[O:5][C:6]([C:7]([CH2:8][O:9][CH2:10][c:11]1[cH:12][cH:13][cH:14][cH:15][cH:16]1)([CH3:17])[NH:18][C:19](=[O:20])[O:21][C:22]([CH3:23])([CH3:24])[CH3:25])=[O:26].[CH3:27][OH:28]>>[C:1]([CH3:2])([CH3:3])([CH3:4])[O:5][C:6]([C:7]([CH2:8][OH:9])([CH3:17])[NH:18][C:19](=[O:20])[O:21][C:22]([CH3:23])([CH3:24])[CH3:25])=[O:26]. Starting materials: FC(C(C(F)(F)F)(OCOC)C1=CC(=C(OC2=CC(=NC=C2)CO)C=C1)CCC)(F)F ((4-(4-(1,1,1,3,3,3-hexafluoro-2-(methoxymethoxy)propan-2-yl)-2-propylphenoxy)pyridin-2-yl)methanol), I(=O)(=O)C1=CC=CC=C1C(=O)OO (2-iodoxyperbenzoic acid), S(=S)(=O)([O-])[O-].[Na+].[Na+] (sodium thiosulfate), resultant mixture. The solvent is CS(=O)C (dimethylsulfoxide). The product is FC(C(C(F)(F)F)(OCOC)C1=CC(=C(OC2=CC(=NC=C2)C=O)C=C1)CCC)(F)F (4-(4-(1,1,1,3,3,3-hexafluoro-2-(methoxymethoxy)propan-2-yl)-2-propylphenoxy)picolinaldehyde). Isolated yield 49.7%. Reaction SMILES: [F:1][C:2]([F:31])([F:30])[C:3]([C:12]1[CH:26]=[CH:25][C:15]([O:16][C:17]2[CH:22]=[CH:21][N:20]=[C:19]([CH2:23][OH:24])[CH:18]=2)=[C:14]([CH2:27][CH2:28][CH3:29])[CH:13]=1)([O:8][CH2:9][O:10][CH3:11])[C:4]([F:7])([F:6])[F:5].I(C1C(C(OO)=O)=CC=CC=1)(=O)=O.S([O-])([O-])(=O)=S.[Na+].[Na+]>CS(C)=O>[F:31][C:2]([F:1])([F:30])[C:3]([C:12]1[CH:26]=[CH:25][C:15]([O:16][C:17]2[CH:22]=[CH:21][N:20]=[C:19]([CH:23]=[O:24])[CH:18]=2)=[C:14]([CH2:27][CH2:28][CH3:29])[CH:13]=1)([O:8][CH2:9][O:10][CH3:11])[C:4]([F:7])([F:6])[F:5] |f:2.3.4|. Procedure details: To a solution of (4-(4-(1,1,1,3,3,3-hexafluoro-2-(methoxymethoxy)propan-2-yl)-2-propylphenoxy)pyridin-2-yl)methanol (110 mg, 446 μmol) in dimethylsulfoxide (3 mL), 2-iodoxyperbenzoic acid (136 mg) was added at room temperature, and the resultant mixture was stirred. After completion of the reaction, the reaction solution was added with a saturated aqueous solution of sodium thiosulfate and a saturated aqueous solution of sodium hydrogen carbonate at room temperature, extracted with ethyl acetate... Yields the product CS(=O)(=O)c1cccnc1N1CCc2c(ncnc2Nc2ccc(C(F)(F)F)cn2)C1. Reaction SMILES: [CH3:42][C:43]#[N:44].[CH:33]([N:34]([CH2:35][CH3:36])[CH:37]([CH3:38])[CH3:39])([CH3:40])[CH3:41].[Cl:22][c:23]1[n:24][cH:25][cH:26][cH:27][c:28]1[S:29](=[O:30])(=[O:31])[CH3:32].[F:1][C:2]([c:3]1[cH:4][cH:5][c:6]([NH:9][c:10]2[c:11]3[c:12]([n:13][cH:14][n:15]2)[CH2:16][NH:17][CH2:18][CH2:19]3)[n:7][cH:8]1)([F:20])[F:21]>>[F:1][C:2]([c:3]1[cH:4][cH:5][c:6]([NH:9][c:10]2[c:11]3[c:12]([n:13][cH:14][n:15]2)[CH2:16][N:17]([c:23]2[n:24][cH:25][cH:26][cH:27][c:28]2[S:29](=[O:30])(=[O:31])[CH3:32])[CH2:18][CH2:19]3)[n:7][cH:8]1)([F:20])[F:21]. Reactants: CC#N, CCN(C(C)C)C(C)C, CS(=O)(=O)c1cccnc1Cl, FC(F)(F)c1ccc(Nc2ncnc3c2CCNC3)nc1. Starting materials: O (water), C(C)(C)(C)O (t-butanol), OS(=O)(=O)O (H2SO4), FC(C1=C(C=CC=C1)O)(F)F (2-Trifluoromethyl-phenol). The solvent is C(=O)(C(F)(F)F)O (TFA). Conditions: time 48 hour. Yields the product C(C)(C)(C)C1=CC(=C(C=C1)O)C(F)(F)F (4-tert-Butyl-2-trifluoromethyl-phenol). Isolated yield 50.3%. As a reaction SMILES: [F:1][C:2]([F:11])([F:10])[C:3]1[CH:8]=[CH:7][CH:6]=[CH:5][C:4]=1[OH:9].[C:12](O)([CH3:15])([CH3:14])[CH3:13].OS(O)(=O)=O.O>C(O)(C(F)(F)F)=O>[C:12]([C:7]1[CH:6]=[CH:5][C:4]([OH:9])=[C:3]([C:2]([F:10])([F:11])[F:1])[CH:8]=1)([CH3:15])([CH3:14])[CH3:13]. Reported procedure: 2-Trifluoromethyl-phenol (2.98 g, 18.3 mmol) was dissolved in 12 mL TFA and t-butanol (1.43 g, 19.3 mmol) and H2SO4 (0.24 mL) were added. The reaction was stirred at rt for 48 hrs, after which water was added and the compound was extracted into DCM. The organic layer was dried over MgSO4 and concentrated in vacuo. The residue was purified by column chromatography (2/1 Hex/EtOAc) to yield 2.01 g of the target compound.